This data is from the Open Reaction Database (ORD), a public repository of structured organic reaction records. The task is: describe an organic reaction: reactants, conditions, products, and yield Starting materials: Cl (hydrochloric acid), C(C)(=O)OC=1C(=C2CCC(OC2=C(C1C)C)(CCCCCCCC)COC1=CC=C(C=C1)CC(C(=O)OCC)Cl)C (ethyl 3-[4-(6-acetoxy-5,7,8-trimethyl-2-octylchroman-2-ylmethoxy)phenyl]-2-chloropropionate), NC(=S)N (thiourea), S1(=O)(=O)CCCC1 (sulfolane). Solvent: COCCO (ethylene glycol monomethyl ether), O (water). Yields the product OC=1C(=C2CCC(OC2=C(C1C)C)(CCCCCCCC)COC1=CC=C(CC2C(NC(S2)=O)=O)C=C1)C (5-[4-(6-Hydroxy-5,7,8-trimethyl-2-octylchroman-2-yl-methoxy)benzyl]thiazolidine-2,4-dione). Reaction SMILES: C([O:4][C:5]1[C:6]([CH3:41])=[C:7]2[C:12](=[C:13]([CH3:16])[C:14]=1[CH3:15])[O:11][C:10]([CH2:25][O:26][C:27]1[CH:32]=[CH:31][C:30]([CH2:33][CH:34](Cl)[C:35]([O:37]CC)=O)=[CH:29][CH:28]=1)([CH2:17][CH2:18][CH2:19][CH2:20][CH2:21][CH2:22][CH2:23][CH3:24])[CH2:9][CH2:8]2)(=O)C.[NH2:42][C:43](N)=[S:44].S1(CCCC1)(=O)=[O:47].Cl>O.COCCO>[OH:4][C:5]1[C:6]([CH3:41])=[C:7]2[C:12](=[C:13]([CH3:16])[C:14]=1[CH3:15])[O:11][C:10]([CH2:25][O:26][C:27]1[CH:28]=[CH:29][C:30]([CH2:33][CH:34]3[S:44][C:43](=[O:47])[NH:42][C:35]3=[O:37])=[CH:31][CH:32]=1)([CH2:17][CH2:18][CH2:19][CH2:20][CH2:21][CH2:22][CH2:23][CH3:24])[CH2:9][CH2:8]2. Procedure: A mixture of 2.1 g of ethyl 3-[4-(6-acetoxy-5,7,8-trimethyl-2-octylchroman-2-ylmethoxy)phenyl]-2-chloropropionate (prepared as described in Preparation 18). 0.35 g of thiourea and 2.5 ml of sulfolane was heated for 7 hours at 120°-130° C. under a nitrogen atmosphere. A mixture of 3.6 ml of 2N aqueous hydrochloric acid and 5 ml of ethylene glycol monomethyl ether was then added to the reaction mixture, after which it was heated for a further 5 hours at 85°-90° C. The reaction mixture was then pou... The reactants are C=CCOC(=O)N1CCC(O)(C(C)=O)CC1, CCOC(C)=O, O, O=S(Cl)Cl, c1ccncc1. Yields the product C=CCOC(=O)N1CC=C(C(C)=O)CC1. Reaction SMILES: [C:1]([CH3:2])(=[O:3])[C:4]1([OH:16])[CH2:5][CH2:6][N:7]([C:10](=[O:11])[O:12][CH2:13][CH:14]=[CH2:15])[CH2:8][CH2:9]1.[CH3:21][CH2:22][O:23][C:24](=[O:25])[CH3:26].[OH2:27].[S:17]([Cl:18])([Cl:19])=[O:20].[cH:28]1[cH:29][cH:30][n:31][cH:32][cH:33]1>>[C:1]([CH3:2])(=[O:3])[C:4]1=[CH:5][CH2:6][N:7]([C:10](=[O:11])[O:12][CH2:13][CH:14]=[CH2:15])[CH2:8][CH2:9]1. The reactants are C(C)OC(C(CC(C)C)C=1C=C(C=C(C1)OS(=O)(=O)C(F)(F)F)C1=CC=C(C=C1)C(F)(F)F)=O (4-Methyl-2-(5-trifluoromethanesulfonyloxy-4′-trifluoromethyl-biphenyl-3-yl)-pentanoic acid ethyl ester), C(#N)C1=CC=C(C=C1)B(O)O (4-cyano-phenylboronic acid). Product: C(#N)C1=CC=C(C=C1)C1=CC(=CC(=C1)C(C(=O)O)CC(C)C)C1=CC=C(C=C1)C(F)(F)F (2-(4-Cyano-4″-trifluoromethyl-[1,1′;3′,1″]terphenyl-5′-yl)-4-methyl-pentanoic acid). Reaction SMILES: C([O:3][C:4](=[O:34])[CH:5]([C:10]1[CH:11]=[C:12]([C:24]2[CH:29]=[CH:28][C:27]([C:30]([F:33])([F:32])[F:31])=[CH:26][CH:25]=2)[CH:13]=[C:14](OS(C(F)(F)F)(=O)=O)[CH:15]=1)[CH2:6][CH:7]([CH3:9])[CH3:8])C.[C:35]([C:37]1[CH:42]=[CH:41][C:40](B(O)O)=[CH:39][CH:38]=1)#[N:36]>>[C:35]([C:37]1[CH:42]=[CH:41][C:40]([C:14]2[CH:15]=[C:10]([CH:5]([CH2:6][CH:7]([CH3:9])[CH3:8])[C:4]([OH:34])=[O:3])[CH:11]=[C:12]([C:24]3[CH:25]=[CH:26][C:27]([C:30]([F:31])([F:32])[F:33])=[CH:28][CH:29]=3)[CH:13]=2)=[CH:39][CH:38]=1)#[N:36]. Reported procedure: The title compound was prepared from a Suzuki coupling of 4-Methyl-2-(5-trifluoromethanesulfonyloxy-4′-trifluoromethyl-biphenyl-3-yl)-pentanoic acid ethyl ester (intermediate Example 1g) with 4-cyano-phenylboronic acid under the conditions described in Example 1; 1H NMR (400 MHz, MeOD) δ ppm 0.88 (dd, J=6.60, 3.18 Hz, 6H) 1.47 (dt, J=13.45, 6.72 Hz, 1H) 1.66 (ddd, J=13.63, 7.09, 6.91 Hz, 1H) 1.91-2.00 (m, 1H) 3.77 (t, J=7.83 Hz, 1H) 7.61 (dd, J=4.16, 1.71 Hz, 2H) 7.68 (d, J=8.31 Hz, 2H) 7.73-7.8...